The task is: describe an organic reaction: reactants, conditions, products, and yield. This data is from the Open Reaction Database (ORD), a public repository of structured organic reaction records. Starting materials: COC(=O)C=1C(=C2C=C(C(N(C2=CN1)CC1=CC=CC=C1)=O)C1=CC=C(C=C1)N1CCOCC1)O (1-benzyl-5-hydroxy-3-(4-morpholin-4-yl-phenyl)-2-oxo-1,2-dihydro-[1,7]naphthyridine-6-carboxylic acid methyl ester), NCCC(=O)O (β-alanine), C[O-].[Na+] (NaOMe). Product: C(C1=CC=CC=C1)N1C(C(=CC2=C(C(=NC=C12)C(=O)NCCC(=O)O)O)C1=CC=C(C=C1)N1CCOCC1)=O (3-{[1-Benzyl-5-hydroxy-3-(4-morpholin-4-yl-phenyl)-2-oxo-1,2-dihydro-[1,7]naphthyridine-6-carbonyl]-amino}-propionic acid). The yield is 65.1%. RXN SMILES: CO[C:3]([C:5]1[C:6]([OH:35])=[C:7]2[C:12](=[CH:13][N:14]=1)[N:11]([CH2:15][C:16]1[CH:21]=[CH:20][CH:19]=[CH:18][CH:17]=1)[C:10](=[O:22])[C:9]([C:23]1[CH:28]=[CH:27][C:26]([N:29]3[CH2:34][CH2:33][O:32][CH2:31][CH2:30]3)=[CH:25][CH:24]=1)=[CH:8]2)=[O:4].[NH2:36][CH2:37][CH2:38][C:39]([OH:41])=[O:40].C[O-].[Na+]>>[CH2:15]([N:11]1[C:12]2[C:7](=[C:6]([OH:35])[C:5]([C:3]([NH:36][CH2:37][CH2:38][C:39]([OH:41])=[O:40])=[O:4])=[N:14][CH:13]=2)[CH:8]=[C:9]([C:23]2[CH:24]=[CH:25][C:26]([N:29]3[CH2:30][CH2:31][O:32][CH2:33][CH2:34]3)=[CH:27][CH:28]=2)[C:10]1=[O:22])[C:16]1[CH:21]=[CH:20][CH:19]=[CH:18][CH:17]=1 |f:2.3|. Procedure details: A mixture of 1-benzyl-5-hydroxy-3-(4-morpholin-4-yl-phenyl)-2-oxo-1,2-dihydro-[1,7]naphthyridine-6-carboxylic acid methyl ester (44 mg, 0.093 mmol), β-alanine (666 mg, 7.5 mmol) and NaOMe solution (11 mL, 5.6 mmol, 0.5 M in MeOH) was refluxed for 16 h. After the mixture was cooled to r.t., the solvent was evaporated in vacuo. The residue was partitioned between EtOAc and water. 1 M HCl was added with vigorous stirring until pH was about 3-4. The organic layer was washed with brine, dried over Mg... Reactants: O=C1NC(=O)C2(CC(c3cccc(F)c3F)Oc3ccc(Br)cc32)N1, COc1ccc(P2(=S)SP(=S)(c3ccc(OC)cc3)S2)cc1, Cc1cccc(C)c1. Yields the product O=C1NC(=S)NC12CC(c1cccc(F)c1F)Oc1ccc(Br)cc12. RXN SMILES: [Br:1][c:2]1[cH:3][c:4]2[c:9]([cH:10][cH:11]1)[O:8][CH:7]([c:12]1[c:13]([F:19])[c:14]([F:18])[cH:15][cH:16][cH:17]1)[CH2:6][C:5]21[NH:20][C:21](=[O:25])[NH:22][C:23]1=[O:24].[CH3:26][O:27][c:28]1[cH:29][cH:30][c:31]([P:32]2(=[S:35])[S:33][P:34]([c:36]3[cH:37][cH:38][c:39]([O:40][CH3:41])[cH:42][cH:43]3)(=[S:44])[S:45]2)[cH:46][cH:47]1.[CH3:48][c:49]1[cH:50][c:51]([CH3:52])[cH:53][cH:54][cH:55]1>>[Br:1][c:2]1[cH:3][c:4]2[c:9]([cH:10][cH:11]1)[O:8][CH:7]([c:12]1[c:13]([F:19])[c:14]([F:18])[cH:15][cH:16][cH:17]1)[CH2:6][C:5]21[NH:20][C:21](=[S:35])[NH:22][C:23]1=[O:24]. Reactants: CC(C)(C)OC(=O)Nc1ccc2c(c1)Cc1cccc(-c3cc(=O)cc(N4CCOCC4)o3)c1S2, ClCCl, O=C(O)C(F)(F)F. Product: Nc1ccc2c(c1)Cc1cccc(-c3cc(=O)cc(N4CCOCC4)o3)c1S2. As a reaction SMILES: [C:1]([O:2][C:3](=[O:4])[NH:7][c:8]1[cH:9][c:10]2[c:19]([cH:20][cH:21]1)[S:18][c:17]1[c:12]([cH:13][cH:14][cH:15][c:16]1-[c:22]1[o:23][c:24]([N:29]3[CH2:30][CH2:31][O:32][CH2:33][CH2:34]3)[cH:25][c:26](=[O:28])[cH:27]1)[CH2:11]2)([CH3:5])([CH3:6])[CH3:35].[Cl:43][CH2:44][Cl:45].[OH:36][C:37]([C:38]([F:39])([F:40])[F:41])=[O:42]>>[NH2:7][c:8]1[cH:9][c:10]2[c:19]([cH:20][cH:21]1)[S:18][c:17]1[c:12]([cH:13][cH:14][cH:15][c:16]1-[c:22]1[o:23][c:24]([N:29]3[CH2:30][CH2:31][O:32][CH2:33][CH2:34]3)[cH:25][c:26](=[O:28])[cH:27]1)[CH2:11]2. The reactants are CN (methylamine), steel, FC1=NC=CC(=C1)C=1C=NC=CC1OC1=CC=C(C=C1)NC1=NN=C(C2=CC=CC=C12)C1=CC=CC=C1 (N-(4-(3-(2-fluoropyridin-4-yl)pyridin-4-yloxy)phenyl)-4-phenylphthalazin-1-amine), C([O-])([O-])=O.[K+].[K+] (potassium carbonate). Solvent: C1CCOC1 (THF). Reaction conditions: temperature 0 celsius. Yields the product CNC1=NC=CC(=C1)C=1C=NC=CC1OC1=CC=C(C=C1)NC1=NN=C(C2=CC=CC=C12)C1=CC=CC=C1 (N-(4-(3-(2-(methylamino)pyridin-4-yl)pyridin4-yloxy)phenyl)-4-phenylphthalazin-1-amine). As a reaction SMILES: F[C:2]1[CH:7]=[C:6]([C:8]2[CH:9]=[N:10][CH:11]=[CH:12][C:13]=2[O:14][C:15]2[CH:20]=[CH:19][C:18]([NH:21][C:22]3[C:31]4[C:26](=[CH:27][CH:28]=[CH:29][CH:30]=4)[C:25]([C:32]4[CH:37]=[CH:36][CH:35]=[CH:34][CH:33]=4)=[N:24][N:23]=3)=[CH:17][CH:16]=2)[CH:5]=[CH:4][N:3]=1.C(=O)([O-])[O-].[K+].[K+].[CH3:44][NH2:45]>C1COCC1>[CH3:44][NH:45][C:2]1[CH:7]=[C:6]([C:8]2[CH:9]=[N:10][CH:11]=[CH:12][C:13]=2[O:14][C:15]2[CH:20]=[CH:19][C:18]([NH:21][C:22]3[C:31]4[C:26](=[CH:27][CH:28]=[CH:29][CH:30]=4)[C:25]([C:32]4[CH:37]=[CH:36][CH:35]=[CH:34][CH:33]=4)=[N:24][N:23]=3)=[CH:17][CH:16]=2)[CH:5]=[CH:4][N:3]=1 |f:1.2.3|. Reported procedure: A high pressure steel bomb was charged with N-(4-(3-(2-fluoropyridin-4-yl)pyridin-4-yloxy)phenyl)-4-phenylphthalazin-1-amine (0.115 g, 0.237 mmol), potassium carbonate (0.049 g, 0.355 mol) and 3.0 mL of THF. The bomb was sealed, cooled to 0° C. and pressurized with methylamine gas. The reaction mixture was allowed to warm to RT, and heated at 80° C. for 45 h. Upon cooling, the reaction mixture was filtered through a fritted funnel, washed with MeOH, and concentrated. This mixture was purified by... The reactants are C(C)OP(=O)(OCC)NC=1SC=C(N1)/C(/C(=O)OCC)=N/OC ((Z)-2-[(diethoxyphosphinyl)amino]-α-(methoxyimino)-4-thiazoleacetic acid, ethyl ester), [OH-].[Na+] (sodium hydroxide), O (water). The solvent is O1CCOCC1 (dioxane). Yields the product C(C)OP(=O)(OCC)NC=1SC=C(N1)/C(/C(=O)O)=N/OC ((Z)-2-[(Diethoxyphosphinyl)amino]-α-(methoxyimino)-4-thiazoleacetic Acid). Yield: 59.3%. RXN SMILES: [CH2:1]([O:3][P:4]([NH:9][C:10]1[S:11][CH:12]=[C:13](/[C:15](=[N:21]/[O:22][CH3:23])/[C:16]([O:18]CC)=[O:17])[N:14]=1)([O:6][CH2:7][CH3:8])=[O:5])[CH3:2].[OH-].[Na+].O>O1CCOCC1>[CH2:7]([O:6][P:4]([NH:9][C:10]1[S:11][CH:12]=[C:13](/[C:15](=[N:21]/[O:22][CH3:23])/[C:16]([OH:18])=[O:17])[N:14]=1)([O:3][CH2:1][CH3:2])=[O:5])[CH3:8] |f:1.2|. Procedure details: A solution of 8.4 g (0.023 mol) (Z)-2-[(diethoxyphosphinyl)amino]-α-(methoxyimino)-4-thiazoleacetic acid, ethyl ester, 9.25 ml (0.046 mol) 5N sodium hydroxide, 30 ml water, and 50 ml dioxane was stirred at room temperature for 18 hours. The solvent was evaporated, 30 ml of 50% saturated sodium chloride was added, the pH was adjusted to 4.5, and 3×30 ml ethyl acetate was added. The aqueous layer was then adjusted to pH 2.5, and extraction with ethyl acetate followed by evaporation yielded 4.6 g o... Starting materials: C([O-])([O-])=O.[Na+].[Na+] (sodium carbonate), ClC=1C=C2C(=CNC2=CC1)CCNC(C1=C(C=CC=C1)I)=O (N-(2-(5-chloro-1H-indol-3-yl)ethyl)-2-iodobenzamide), FC(C=1C=C(C=CC1)B(O)O)(F)F (3-(trifluoromethyl)phenylboronic acid). Reagents/catalysts: C=1C=CC(=CC1)[P](C=2C=CC=CC2)(C=3C=CC=CC3)[Pd]([P](C=4C=CC=CC4)(C=5C=CC=CC5)C=6C=CC=CC6)([P](C=7C=CC=CC7)(C=8C=CC=CC8)C=9C=CC=CC9)[P](C=1C=CC=CC1)(C=1C=CC=CC1)C=1C=CC=CC1 (tetrakis(triphenylphosphine)palladium). Run in C(OC)COC (dimethoxyethane), O (water). The product is eluent, ClC=1C=C2C(=CNC2=CC1)CCNC(=O)C=1C(=CC=CC1)C1=CC(=CC=C1)C(F)(F)F (N-(2-(5-chloro-1H-indol-3-yl)ethyl)-3′-(trifluoromethyl)biphenyl-2-carboxamide). Yield: 60.3%. Reaction SMILES: [Cl:1][C:2]1[CH:3]=[C:4]2[C:8](=[CH:9][CH:10]=1)[NH:7][CH:6]=[C:5]2[CH2:11][CH2:12][NH:13][C:14](=[O:22])[C:15]1[CH:20]=[CH:19][CH:18]=[CH:17][C:16]=1I.[F:23][C:24]([F:35])([F:34])[C:25]1[CH:26]=[C:27](B(O)O)[CH:28]=[CH:29][CH:30]=1.C(=O)([O-])[O-].[Na+].[Na+]>C(COC)OC.O.C1C=CC([P]([Pd]([P](C2C=CC=CC=2)(C2C=CC=CC=2)C2C=CC=CC=2)([P](C2C=CC=CC=2)(C2C=CC=CC=2)C2C=CC=CC=2)[P](C2C=CC=CC=2)(C2C=CC=CC=2)C2C=CC=CC=2)(C2C=CC=CC=2)C2C=CC=CC=2)=CC=1>[Cl:1][C:2]1[CH:3]=[C:4]2[C:8](=[CH:9][CH:10]=1)[NH:7][CH:6]=[C:5]2[CH2:11][CH2:12][NH:13][C:14]([C:15]1[C:16]([C:29]2[CH:28]=[CH:27][CH:26]=[C:25]([C:24]([F:35])([F:34])[F:23])[CH:30]=2)=[CH:17][CH:18]=[CH:19][CH:20]=1)=[O:22] |f:2.3.4,^1:52,54,73,92|. Reported procedure: N-(2-(5-chloro-1H-indol-3-yl)ethyl)-3′-(trifluoromethyl)biphenyl-2-carboxamide was prepared according to method B with N-(2-(5-chloro-1H-indol-3-yl)ethyl)-2-iodobenzamide (0.075 g; 0.176 mmol), 3-(trifluoromethyl)phenylboronic acid (0.035 g; 0.180 mmol), tetrakis(triphenylphosphine)palladium (0.010 g; 0.009 mmol), sodium carbonate (0.037 g; 0.353 mmol), in dimethoxyethane (3 mL) and water (1 mL), irradiated in a microwave oven at 180° C. for 5 minutes. Flash chromatography on silica gel (eluent ...